This data is from the Open Reaction Database (ORD), a public repository of structured organic reaction records. The task is: describe an organic reaction: reactants, conditions, products, and yield Starting materials: IC1=CC=C(C=C1)[C@H]1[C@@H](CCC1)NS(=O)(=O)C(C)C ((+,−) Trans propane-2-sulfonic acid [2-(4-iodo-phenyl)-cyclopentyl]-amide), CC1(OB(OC1(C)C)C1=CC=C(C=C1)CC#N)C ([4-(4,4,5,5-Tetramethyl-[1,3,2]dioxaborolan-2-yl)-phenyl]-acetonitrile). Product: C(#N)CC1=CC=C(C=C1)C1=CC=C(C=C1)[C@H]1[C@@H](CCC1)NS(=O)(=O)C(C)C ((+,−) Trans Propane-2-sulfonic Acid [2-(4′-cyanomethyl-biphenyl-4-yl)-cyclopentyl]-amide). Yield: 68.1%. RXN SMILES: I[C:2]1[CH:7]=[CH:6][C:5]([C@@H:8]2[CH2:12][CH2:11][CH2:10][C@H:9]2[NH:13][S:14]([CH:17]([CH3:19])[CH3:18])(=[O:16])=[O:15])=[CH:4][CH:3]=1.CC1(C)C(C)(C)OB([C:28]2[CH:33]=[CH:32][C:31]([CH2:34][C:35]#[N:36])=[CH:30][CH:29]=2)O1>>[C:35]([CH2:34][C:31]1[CH:32]=[CH:33][C:28]([C:2]2[CH:7]=[CH:6][C:5]([C@@H:8]3[CH2:12][CH2:11][CH2:10][C@H:9]3[NH:13][S:14]([CH:17]([CH3:19])[CH3:18])(=[O:16])=[O:15])=[CH:4][CH:3]=2)=[CH:29][CH:30]=1)#[N:36]. Reported procedure: (+,−) Trans propane-2-sulfonic acid [2-(4-iodo-phenyl)-cyclopentyl]-amide (356 mg, 0.91 mmol, prepared in example 2) and [4-(4,4,5,5-Tetramethyl-[1,3,2]dioxaborolan-2-yl)-phenyl]-acetonitrile (275 mg, 1.13 mmol) were treated as described in example 6. The product was chromatographed on Chromatotron® eluting with 99.5:0.5 methylene chloride:ethyl acetate to afford 237 mg (68%) of the title compound as a white solid. The NMR was consistent with the assigned structure. Reactants: COC(COC=1C=2C3=C(N(C2C=CC1)CC1=CC=CC=C1)CCC3C(N)=O)=O ((4-Benzyl-1-carbamoyl-1,2,3,4-tetrahydro-cyclopenta[b]indol-8-yloxy)-acetic acid methyl ester), [Li+].[OH-] (LiOH). The solvent is C1CCOC1 (THF), CO (MeOH). Conditions: time 14 hour. Yields the product C(C1=CC=CC=C1)N1C2=C(C=3C(=CC=CC13)OCC(=O)O)C(CC2)C(N)=O ((4-Benzyl-1-carbamoyl-1,2,3,4-tetrahydro-cyclopenta[b]indol-8-yloxy)-acetic acid). The yield is 96.0%. As a reaction SMILES: C[O:2][C:3](=[O:28])[CH2:4][O:5][C:6]1[C:7]2[C:8]3[CH:24]([C:25](=[O:27])[NH2:26])[CH2:23][CH2:22][C:9]=3[N:10]([CH2:15][C:16]3[CH:21]=[CH:20][CH:19]=[CH:18][CH:17]=3)[C:11]=2[CH:12]=[CH:13][CH:14]=1.[Li+].[OH-]>C1COCC1.CO>[CH2:15]([N:10]1[C:11]2[CH:12]=[CH:13][CH:14]=[C:6]([O:5][CH2:4][C:3]([OH:28])=[O:2])[C:7]=2[C:8]2[CH:24]([C:25](=[O:27])[NH2:26])[CH2:23][CH2:22][C:9]1=2)[C:16]1[CH:21]=[CH:20][CH:19]=[CH:18][CH:17]=1 |f:1.2|. Procedure details: A slurry of (4-Benzyl-1-carbamoyl-1,2,3,4-tetrahydro-cyclopenta[b]indol-8-yloxy)-acetic acid methyl ester (24 mg; 0.06 mmol) in THF (2 mL) and MeOH (0.7 mL) was treated with 1N aqueous LiOH (0.1 mL). The mixture was stirred for 14 hrs and was concentrated in vacuo. Purification by reverse phase chromatography (Vydac C18column; 5% to 70% of 0.1% HCl/H2O in 0.1% HCl/CH3CN) afforded 21 mg (92%) (4-Benzyl-1-carbamoyl-1,2,3,4-tetrahydro-cyclopenta[b]indol-8-yloxy)-acetic acid, compound 8, Scheme 1, a...